Dataset: the Open Reaction Database (ORD), a public repository of structured organic reaction records. Task: describe an organic reaction: reactants, conditions, products, and yield The reactants are N(=O)OC(C)(C)C (tert-butyl nitrite), NC=1C=C(C=CC1Cl)[C@H]1CC(NC1)=O ((4R)-4-(3-Amino-4-chlorophenyl)pyrrolidin-2-one), Cl.NC[C@H](CC(=O)O)C1=CC(=C(C=C1)Cl)Br ((3R)-4-amino-3-(3-bromo-4-chlorophenyl)butanoic acid hydrochloride). Reagents/catalysts: [Cu](Cl)Cl (Copper(II) chloride). The solvent is C(C)#N (acetonitrile), C(C)#N (acetonitrile), C(C)(=O)OCC (ethyl acetate). Conditions: temperature 60 celsius, time 1 hour. Product: Cl.NC[C@H](CC(=O)O)C1=CC(=C(C=C1)Cl)Cl ((3R)-4-Amino-3-(3,4-dichlorophenyl)butanoic acid hydrochloride). RXN SMILES: N(OC(C)(C)C)=O.NC1C=C([C@@H]2CNC(=O)C2)C=CC=1[Cl:15].Cl.[NH2:23][CH2:24][C@@H:25]([C:30]1[CH:35]=[CH:34][C:33]([Cl:36])=[C:32](Br)[CH:31]=1)[CH2:26][C:27]([OH:29])=[O:28]>C(#N)C.C(OCC)(=O)C.[Cu](Cl)Cl>[ClH:15].[NH2:23][CH2:24][C@@H:25]([C:30]1[CH:35]=[CH:34][C:33]([Cl:36])=[C:32]([Cl:15])[CH:31]=1)[CH2:26][C:27]([OH:29])=[O:28] |f:2.3,7.8|. Procedure: Copper(II) chloride (0.183 g, 1.37 mmol) and tert-butyl nitrite (0.2 mL, 1.71 mmol) was stirred in acetonitrile (1 mL) at 0° C. (4R)-4-(3-Amino-4-chlorophenyl)pyrrolidin-2-one (0.24 g, 1.14 mmol) in acetonitrile (1 mL) was added dropwise. The mixture was warmed to 60° C. and stirred for 1 h. The reaction mixture was then cooled to room temperature, diluted with ethyl acetate, and washed with a 10% aqueous HCl solution, brine, and the ethyl acetate layers were concentrated. Hydrolysis of the resu... Product: C(C1=CC=CC=C1)OC1=CN=NC2=CC=C(C=C12)I (4-(benzyloxy)-6-iodocinnoline). Reaction SMILES: [I:1][C:2]1[CH:3]=[C:4]2[C:9](=[CH:10][CH:11]=1)[N:8]=[N:7][CH:6]=[C:5]2[OH:12].Br[CH2:14][C:15]1[CH:20]=[CH:19][CH:18]=[CH:17][CH:16]=1.C([O-])([O-])=O.[Cs+].[Cs+]>CN(C)C=O>[CH2:14]([O:12][C:5]1[C:4]2[C:9](=[CH:10][CH:11]=[C:2]([I:1])[CH:3]=2)[N:8]=[N:7][CH:6]=1)[C:15]1[CH:20]=[CH:19][CH:18]=[CH:17][CH:16]=1 |f:2.3.4|. The solvent is CN(C=O)C (N,N-dimethylformamide). Procedure details: Into a 250 mL round-bottom flask, was placed a solution of 6-iodocinnolin-4-ol (as prepared in the previous step, 6.5 g, 23.90 mmol, 1.00 equiv) in N,N-dimethylformamide (120 mL), 1-(bromomethyl)benzene (4.4 g, 25.88 mmol, 1.10 equiv) and Cs2CO3 (5.47 g, 16.78 mmol, 0.70 equiv). The reaction mixture was stirred for 3 h at 60° C. in an oil bath. The reaction was then quenched by the addition of 50 mL of water. The resulting solution was extracted with 3×100 ml, of ethyl acetate, and the combined ... Reactants: BrCC1=CC=CC=C1 (1-(bromomethyl)benzene), IC=1C=C2C(=CN=NC2=CC1)O (6-iodocinnolin-4-ol), C(=O)([O-])[O-].[Cs+].[Cs+] (Cs2CO3). Conditions: temperature 60 celsius, time 3 hour. Starting materials: Brc1cccc(-c2cccc(-n3c4ccccc4c4cnccc43)n2)n1, O=C([O-])[O-], CCO, CC1(C)OB(c2c3ccccc3c(-c3ccccc3)c3ccccc23)OC1(C)C, Cc1ccccc1, [K+], [K+], c1ccc(P(c2ccccc2)(c2ccccc2)[Pd](P(c2ccccc2)(c2ccccc2)c2ccccc2)(P(c2ccccc2)(c2ccccc2)c2ccccc2)P(c2ccccc2)(c2ccccc2)c2ccccc2)cc1. Yields the product c1ccc(-c2c3ccccc3c(-c3cccc(-c4cccc(-n5c6ccccc6c6cnccc65)n4)n3)c3ccccc23)cc1. RXN SMILES: [Br:1][c:2]1[cH:3][cH:4][cH:5][c:6](-[c:8]2[n:9][c:10](-[n:14]3[c:15]4[c:16]([c:17]5[cH:18][cH:19][cH:20][cH:21][c:22]35)[cH:23][n:24][cH:25][cH:26]4)[cH:11][cH:12][cH:13]2)[n:7]1.[C:56](=[O:57])([O-:58])[O-:59].[CH3:146][CH2:147][OH:148].[CH3:27][C:28]1([CH3:29])[C:30]([CH3:31])([CH3:32])[O:33][B:34]([c:35]2[c:36]3[cH:37][cH:38][cH:39][cH:40][c:41]3[c:42](-[c:49]3[cH:50][cH:51][cH:52][cH:53][cH:54]3)[c:43]3[cH:44][cH:45][cH:46][cH:47][c:48]23)[O:55]1.[CH3:62][c:63]1[cH:64][cH:65][cH:66][cH:67][cH:68]1.[K+:60].[K+:61].[cH:69]1[cH:70][cH:71][c:72]([P:73]([Pd:74]([P:75]([c:76]2[cH:77][cH:78][cH:79][cH:80][cH:81]2)([c:82]2[cH:83][cH:84][cH:85][cH:86][cH:87]2)[c:88]2[cH:89][cH:90][cH:91][cH:92][cH:93]2)([P:94]([c:95]2[cH:96][cH:97][cH:98][cH:99][cH:100]2)([c:101]2[cH:102][cH:103][cH:104][cH:105][cH:106]2)[c:107]2[cH:108][cH:109][cH:110][cH:111][cH:112]2)[P:113]([c:114]2[cH:115][cH:116][cH:117][cH:118][cH:119]2)([c:120]2[cH:121][cH:122][cH:123][cH:124][cH:125]2)[c:126]2[cH:127][cH:128][cH:129][cH:130][cH:131]2)([c:132]2[cH:133][cH:134][cH:135][cH:136][cH:137]2)[c:138]2[cH:139][cH:140][cH:141][cH:142][cH:143]2)[cH:144][cH:145]1>>[c:2]1(-[c:35]2[c:36]3[cH:37][cH:38][cH:39][cH:40][c:41]3[c:42](-[c:49]3[cH:50][cH:51][cH:52][cH:53][cH:54]3)[c:43]3[cH:44][cH:45][cH:46][cH:47][c:48]23)[cH:3][cH:4][cH:5][c:6](-[c:8]2[n:9][c:10](-[n:14]3[c:15]4[c:16]([c:17]5[cH:18][cH:19][cH:20][cH:21][c:22]35)[cH:23][n:24][cH:25][cH:26]4)[cH:11][cH:12][cH:13]2)[n:7]1. Reactants: ClC1=C(C=CC(=C1)Cl)C(CCl)=O (1-(2,4-dichlorophenyl)-2-chloroethan-1-one), CN1CCNCC1 (methylpiperazine). Run in CN(C)C=O (DMF). The product is ClC1=C(C=CC(=C1)Cl)C(CN1CCN(CC1)C)=O (1-(2,4-dichlorophenyl)-2-(4-methylpiperazinyl)ethan-1-one). RXN SMILES: [Cl:1][C:2]1[CH:7]=[C:6]([Cl:8])[CH:5]=[CH:4][C:3]=1[C:9](=[O:12])[CH2:10]Cl.[CH3:13][N:14]1[CH2:19][CH2:18][NH:17][CH2:16][CH2:15]1>CN(C=O)C>[Cl:1][C:2]1[CH:7]=[C:6]([Cl:8])[CH:5]=[CH:4][C:3]=1[C:9](=[O:12])[CH2:10][N:17]1[CH2:18][CH2:19][N:14]([CH3:13])[CH2:15][CH2:16]1. Procedure details: 1-(2,4-dichlorophenyl)-2-chloroethan-1-one(1 mmol) and methylpiperazine (4 mmol) in 8 ml DMF was stirred for 8 h at room temperature. The reaction mixture was concentrated in vacuo and extracted into ethyl acetate and the organic layer was washed with water and dried with sodium sulfate. The residue after concentration in vacuo was purified by column chromatography eluting with 10% methanol in methylene chloride to yield 1-(2,4-dichlorophenyl)-2-(4-methylpiperazinyl)ethan-1-one. The ethanone was... Starting materials: O=CO, O=C(NCCCl)NC1OC(CO)C(O)C(O)C1O, O=N[O-], [Na+], [Na], O. Product: O=NN(CCCl)C(=O)NC1OC(CO)C(O)C(O)C1O. RXN SMILES: [CH:25]([OH:26])=[O:27].[Cl:1][CH2:2][CH2:3][NH:4][C:5](=[O:6])[NH:7][CH:8]1[CH:9]([OH:10])[CH:11]([OH:12])[CH:13]([OH:14])[CH:15]([CH2:17][OH:18])[O:16]1.[N:19](=[O:20])[O-:21].[Na+:22].[Na:24].[OH2:23]>>[Cl:1][CH2:2][CH2:3][N:4]([C:5](=[O:6])[NH:7][CH:8]1[CH:9]([OH:10])[CH:11]([OH:12])[CH:13]([OH:14])[CH:15]([CH2:17][OH:18])[O:16]1)[N:19]=[O:20]. The solvent is N1=CC=CC=C1 (pyridine). Procedure details: A mixture of 286 mg (1 mmole) of 3-formyl-7-bromo-4-aza-9-fluorenone (prepared as described in Example 42), 85 mg (1.2 mmole) of hydroxylamine hydrochloride in ~2 mL of pyridine is stirred overnight at R.T. Ethyl acetate and excess sodium bicarbonate solution are then added and the precipitated solid precipitate is filtered and dried to give 3-oximinomethyl-7-bromo-4-aza-9-fluorenone. As a reaction SMILES: [CH:1]([C:3]1[CH:4]=[CH:5][C:6]2[C:7](=[O:17])[C:8]3[C:13]([C:14]=2[N:15]=1)=[CH:12][CH:11]=[C:10]([Br:16])[CH:9]=3)=O.Cl.[NH2:19][OH:20].C(OCC)(=O)C.C(=O)(O)[O-].[Na+]>N1C=CC=CC=1>[N:19](=[CH:1][C:3]1[CH:4]=[CH:5][C:6]2[C:7](=[O:17])[C:8]3[C:13]([C:14]=2[N:15]=1)=[CH:12][CH:11]=[C:10]([Br:16])[CH:9]=3)[OH:20] |f:1.2,4.5|. Starting materials: C(=O)C=1C=CC=2C(C3=CC(=CC=C3C2N1)Br)=O (3-Formyl-7-bromo-4-aza-9-fluorenone), Cl.NO (hydroxylamine hydrochloride), C(C)(=O)OCC (Ethyl acetate), C([O-])(O)=O.[Na+] (sodium bicarbonate). Yields the product N(O)=CC=1C=CC=2C(C3=CC(=CC=C3C2N1)Br)=O (3-oximinomethyl-7-bromo-4-aza-9-fluorenone). Run at time 8 hour. The reactants are CC1CCC(CO)CN1C(=O)c1ccccc1-n1nccn1, Cc1cccc(F)n1, [H-], [Na+], CN(C)C=O. Product: Cc1cccc(OCC2CCC(C)N(C(=O)c3ccccc3-n3nccn3)C2)n1. Reaction SMILES: [CH3:1][CH:2]1[CH2:3][CH2:4][CH:5]([CH2:21][OH:22])[CH2:6][N:7]1[C:8]([c:9]1[c:10](-[n:15]2[n:16][cH:17][cH:18][n:19]2)[cH:11][cH:12][cH:13][cH:14]1)=[O:20].[F:25][c:26]1[n:27][c:28]([CH3:32])[cH:29][cH:30][cH:31]1.[H-:23].[Na+:24].[O:33]=[CH:34][N:35]([CH3:36])[CH3:37]>>[CH3:1][CH:2]1[CH2:3][CH2:4][CH:5]([CH2:21][O:22][c:26]2[n:27][c:28]([CH3:32])[cH:29][cH:30][cH:31]2)[CH2:6][N:7]1[C:8]([c:9]1[c:10](-[n:15]2[n:16][cH:17][cH:18][n:19]2)[cH:11][cH:12][cH:13][cH:14]1)=[O:20].